Task: describe an organic reaction: reactants, conditions, products, and yield. Dataset: the Open Reaction Database (ORD), a public repository of structured organic reaction records The reactants are Cl (hydrochloric acid), ClCC=1C=CC2=C(N(C3=C(S2)N=CC=N3)COC)C1 (8-chloromethyl-10-methoxymethyl-10H-pyrazino[2,3-b][1,4]benzothiazine), ice water. Solvent: O1CCCC1 (tetrahydrofuran). Conditions: time 30 minute. Product: ClCC=1C=CC2=C(NC3=C(S2)N=CC=N3)C1 (8-Chloromethyl-10H-pyrazino[2,3-b][1,4]benzothiazine). Yield: 94.1%. As a reaction SMILES: [Cl:1][CH2:2][C:3]1[CH:4]=[CH:5][C:6]2[S:11][C:10]3[N:12]=[CH:13][CH:14]=[N:15][C:9]=3[N:8](COC)[C:7]=2[CH:19]=1.Cl>O1CCCC1>[Cl:1][CH2:2][C:3]1[CH:4]=[CH:5][C:6]2[S:11][C:10]3[N:12]=[CH:13][CH:14]=[N:15][C:9]=3[NH:8][C:7]=2[CH:19]=1. Procedure: 6 g of 8-chloromethyl-10-methoxymethyl-10H-pyrazino[2,3-b][1,4]benzothiazine was dissolved in 50 ml of tetrahydrofuran and 20 ml of 6 N hydrochloric acid was added thereto at 0° C. After stirring at room temperature for 30 minutes, the reaction mixture was poured into ice-water and extracted with ethyl acetate. The extract was washed with water, dried over anhydrous magnesium sulfate, filtered and concentrated under reduced pressure. The crystals precipitating in the course of the concentration ...